From a dataset of the Open Reaction Database (ORD), a public repository of structured organic reaction records. describe an organic reaction: reactants, conditions, products, and yield The reactants are B(Br)(Br)Br (boron tribromide), CC1CC2CN(C=CC3=C2C(C1)CCC3)OC (2-methyl-5-methoxy-1,2,3,4,8,9,10,10a-octahydronaphth[1,8-cd]azepine), CO (methanol). Run in ClCCl (dichloromethane), ClCCl (dichloromethane). Product: CC1CC2CN(C=CC3=C2C(C1)CCC3)O (2-methyl-5-hydroxy-1,2,3,4,8,9,10,10a-octahydronaphth[1,8-cd]azepine). Isolated yield 82.1%. As a reaction SMILES: [CH3:1][CH:2]1[CH2:12][CH:11]2[CH2:13][CH2:14][CH2:15][C:9]3=[C:10]2[CH:4]([CH2:5][N:6]([O:16]C)[CH:7]=[CH:8]3)[CH2:3]1.B(Br)(Br)Br.CO>ClCCl>[CH3:1][CH:2]1[CH2:12][CH:11]2[CH2:13][CH2:14][CH2:15][C:9]3=[C:10]2[CH:4]([CH2:5][N:6]([OH:16])[CH:7]=[CH:8]3)[CH2:3]1. Procedure: A solution of 2.31 g (10 mmol) of 2-methyl-5-methoxy-1,2,3,4,8,9,10,10a-octahydronaphth[1,8-cd]azepine in 25 ml of dichloromethane was cooled to -70° C., and 20 ml of 1M boron tribromide in dichloromethane was added. The mixture was allowed to warm to room temperature and then cooled to -40° C., and then treated with 10 ml of methanol. Solvents were removed under reduced pressure and the residue was crystallized from methanol ether to afford 1.8 g (60%) of 2-methyl-5-hydroxy-1,2,3,4,8,9,10,10a-o... The reactants are Cc1c(Cc2ccccc2S(=O)(=O)C2CCCCC2)c2cc(F)ccc2n1CC(=O)O, O=Cc1ccc(F)cc1. Yields the product O=Cc1ccc(SC2CCCCC2)cc1. RXN SMILES: [CH:10]1([S:16]([c:17]2[cH:18][cH:19][cH:20][cH:21][c:22]2[CH2:23][c:24]2[c:25]3[c:26]([cH:27][cH:28][c:29]([F:30])[cH:31]3)[n:32]([CH2:33][C:34]([OH:35])=[O:36])[c:37]2[CH3:38])(=[O:39])=[O:40])[CH2:11][CH2:12][CH2:13][CH2:14][CH2:15]1.[F:1][c:2]1[cH:3][cH:4][c:5]([CH:6]=[O:7])[cH:8][cH:9]1>>[c:2]1([S:16][CH:10]2[CH2:11][CH2:12][CH2:13][CH2:14][CH2:15]2)[cH:3][cH:4][c:5]([CH:6]=[O:7])[cH:8][cH:9]1.